This data is from the Open Reaction Database (ORD), a public repository of structured organic reaction records. The task is: describe an organic reaction: reactants, conditions, products, and yield Starting materials: C(C)(=O)OC(C(=O)N[C@@H](CO)[C@H](O)[C@H](O)CCCCCCCCCCCCCC)CCCCCCCCCCCCCCCC (N-(2-acetoxy-octadecanoyl) phytosphingosine), [OH-].[Na+] (sodium hydroxide), [OH-].[Na+] (sodium hydroxide). Run in C(C)O (ethanol). Conditions: time 1.5 hour. The product is OC(C(=O)N[C@@H](CO)[C@H](O)[C@H](O)CCCCCCCCCCCCCC)CCCCCCCCCCCCCCCC (N-(2-(R,S)-hydroxyoctadecanoyl) phytosphingosine). RXN SMILES: C([O:4][CH:5]([CH2:30][CH2:31][CH2:32][CH2:33][CH2:34][CH2:35][CH2:36][CH2:37][CH2:38][CH2:39][CH2:40][CH2:41][CH2:42][CH2:43][CH2:44][CH3:45])[C:6]([NH:8][C@H:9]([C@@H:12]([C@@H:14]([CH2:16][CH2:17][CH2:18][CH2:19][CH2:20][CH2:21][CH2:22][CH2:23][CH2:24][CH2:25][CH2:26][CH2:27][CH2:28][CH3:29])[OH:15])[OH:13])[CH2:10][OH:11])=[O:7])(=O)C.[OH-].[Na+]>C(O)C>[OH:4][CH:5]([CH2:30][CH2:31][CH2:32][CH2:33][CH2:34][CH2:35][CH2:36][CH2:37][CH2:38][CH2:39][CH2:40][CH2:41][CH2:42][CH2:43][CH2:44][CH3:45])[C:6]([NH:8][C@H:9]([C@@H:12]([C@@H:14]([CH2:16][CH2:17][CH2:18][CH2:19][CH2:20][CH2:21][CH2:22][CH2:23][CH2:24][CH2:25][CH2:26][CH2:27][CH2:28][CH3:29])[OH:15])[OH:13])[CH2:10][OH:11])=[O:7] |f:1.2|. Procedure details: A mixture of 35.62 grams (55.4 mmoles) of N-(2-acetoxy-octadecanoyl) phytosphingosine, 250 ml of 96% ethanol and 20 ml of 6.18M sodium hydroxide is stirred for 1.5 hours. An additional 5 ml of 6.18M sodium hydroxide is added and the stirring continued for 1 hour. Starting materials: ClCCCN1N=NC2=C1C=CC=C2 (1-(3-chloropropyl)-1H-benzotriazole), N1CCC(CC1)C1=NOC2=C1C=CC=C2 (3-(piperidine-4-yl)benzisoxazole), C(C)(C)N(CC)C(C)C (diisopropylethylamine), [I-].[K+] (potassium iodide). Solvent: C(C)#N (acetonitrile). Yields the product N1(N=NC2=C1C=CC=C2)CCCN2CCC(CC2)C2=NOC1=C2C=CC=C1 (N-(3-(1H-benzotriazole-1-yl)propyl)-4-(3-benzisoxazolyl)piperidine). Isolated yield 69.7%. Reaction SMILES: Cl[CH2:2][CH2:3][CH2:4][N:5]1[C:9]2[CH:10]=[CH:11][CH:12]=[CH:13][C:8]=2[N:7]=[N:6]1.[NH:14]1[CH2:19][CH2:18][CH:17]([C:20]2[C:24]3[CH:25]=[CH:26][CH:27]=[CH:28][C:23]=3[O:22][N:21]=2)[CH2:16][CH2:15]1.C(N(C(C)C)CC)(C)C.[I-].[K+]>C(#N)C>[N:5]1([CH2:4][CH2:3][CH2:2][N:14]2[CH2:15][CH2:16][CH:17]([C:20]3[C:24]4[CH:25]=[CH:26][CH:27]=[CH:28][C:23]=4[O:22][N:21]=3)[CH2:18][CH2:19]2)[C:9]2[CH:10]=[CH:11][CH:12]=[CH:13][C:8]=2[N:7]=[N:6]1 |f:3.4|. Procedure details: 1-(3-chloropropyl)-1H-benzotriazole (11.7 g, 0.06 mol) was dissolved into 150 ml of acetonitrile, 3-(piperidine-4-yl)benzisoxazole (10.1 g, 0.05 mol), diisopropylethylamine (25.8 g, 0.02 mol) and potassium iodide (8.3 g, 0.05 mol) were respectively added. The mixture was stirred and mixed, then heated and refluxed to react for 15 hours. The mixture was cooled down to ambient temperature and filtered. The filtrate was concentrated to produce oily products, and treated by chromatography with neutr...